From a dataset of the Open Reaction Database (ORD), a public repository of structured organic reaction records. describe an organic reaction: reactants, conditions, products, and yield Starting materials: material, C([C@H](O)[C@@H](O)C(=O)O)(=O)O (L-tartaric acid), N=1C=NN2C1C=CC(=C2)C2=C(C=C1C(CN(CC1=C2)C)C2=CC(=C(C=C2)Cl)Cl)F ((+)-7-([1,2,4]triazolo[1,5-a]pyridin-6-yl)-4-(3,4-dichlorophenyl)-6-fluoro-2-methyl-1,2,3,4-tetrahydroisoquinoline), CN(C1=CC=CC2=CC=CC(=C12)N(C)C)C (N1,N1,N8,N8-tetramethylnaphthalene-1,8-diamine), ClC(=O)OC(C)Cl (1-chlorethyl chloroformate), resultant solution. Run in C(Cl)Cl (methylene chloride), C(C)#N (acetonitrile), O (water), ClCCCl (1,2-dichloroethane). Conditions: time 1 hour. Yields the product C(=O)(O)[C@H](O)[C@@H](O)C(=O)O.N=1C=NN2C1C=CC(=C2)C2=C(C=C1C(CNCC1=C2)C2=CC(=C(C=C2)Cl)Cl)F ((+)-7-([1,2,4]triazolo[1,5-a]pyridin-6-yl)-4-(3,4-dichlorophenyl)-6-fluoro-1,2,3,4-tetrahydroisoquinoline, L-tartrate salt). Yield: 140.5%. RXN SMILES: [N:1]1[CH:2]=[N:3][N:4]2[CH:9]=[C:8]([C:10]3[CH:19]=[C:18]4[C:13]([CH:14]([C:21]5[CH:26]=[CH:25][C:24]([Cl:27])=[C:23]([Cl:28])[CH:22]=5)[CH2:15][N:16](C)[CH2:17]4)=[CH:12][C:11]=3[F:29])[CH:7]=[CH:6][C:5]=12.CN(C)C1C2C(=CC=CC=2N(C)C)C=CC=1.ClC(OC(Cl)C)=O.[C:53]([OH:62])(=[O:61])[C@@H:54]([C@H:56]([C:58]([OH:60])=[O:59])[OH:57])[OH:55]>ClCCCl.C(Cl)Cl.C(#N)C.O>[C:58]([C@@H:56]([C@H:54]([C:53]([OH:62])=[O:61])[OH:55])[OH:57])([OH:60])=[O:59].[N:1]1[CH:2]=[N:3][N:4]2[CH:9]=[C:8]([C:10]3[CH:19]=[C:18]4[C:13]([CH:14]([C:21]5[CH:26]=[CH:25][C:24]([Cl:27])=[C:23]([Cl:28])[CH:22]=5)[CH2:15][NH:16][CH2:17]4)=[CH:12][C:11]=3[F:29])[CH:7]=[CH:6][C:5]=12 |f:8.9|. Reported procedure: To (+)-7-([1,2,4]triazolo[1,5-a]pyridin-6-yl)-4-(3,4-dichlorophenyl)-6-fluoro-2-methyl-1,2,3,4-tetrahydroisoquinoline (160 mg, 0.37 mmol) and N1,N1,N8,N8-tetramethylnaphthalene-1,8-diamine (160 mg, 0.37 mmol) in 1,2-dichloroethane (5 mL) was added 1-chlorethyl chloroformate (0.082 mL, 0.75 mmol) dropwise. The mixture was heated to reflux for 3 hours and then cooled to ambient temperature. The reaction mixture was diluted with methylene chloride and washed with 1N HCl, water, dried over sodium su... Reactants: CCCCCC, CC1(C)OCC(CCC#CCC2CC2)O1, c1ccc2ncccc2c1. The product is CC1(C)OCC(CCC=CCC2CC2)O1. As a reaction SMILES: [CH3:26][CH2:27][CH2:28][CH2:29][CH2:30][CH3:31].[CH:1]1([CH2:4][C:5]#[C:6][CH2:7][CH2:8][CH:9]2[O:10][C:11]([CH3:14])([CH3:15])[O:12][CH2:13]2)[CH2:2][CH2:3]1.[cH:16]1[cH:17][c:18]2[c:19]([n:20][cH:21][cH:22][cH:23]2)[cH:24][cH:25]1>>[CH:1]1([CH2:4][CH:5]=[CH:6][CH2:7][CH2:8][CH:9]2[O:10][C:11]([CH3:14])([CH3:15])[O:12][CH2:13]2)[CH2:2][CH2:3]1. The reactants are C1(=CC=CC=C1)C1=C(C=CC=C1)O (2-phenylphenol), ClC=1C=CC(=C(C1)N(C(OC(C)(C)C)=O)C)[N+](=O)[O-] (t-butyl N-(5-chloro-2-nitrophenyl)-N-methylcarbamate), [H-].[Na+] (sodium hydride). The solvent is CN(C=O)C (N,N-dimethylformamide). Yields the product CN(C(OC(C)(C)C)=O)C1=C(C=CC(=C1)OC1=C(C=CC=C1)C1=CC=CC=C1)[N+](=O)[O-] (t-Butyl N-methyl-N-[2-nitro-5-(2-phenylphenoxy)phenyl]carbamate). The yield is 101.1%. As a reaction SMILES: [C:1]1([C:7]2[CH:12]=[CH:11][CH:10]=[CH:9][C:8]=2[OH:13])[CH:6]=[CH:5][CH:4]=[CH:3][CH:2]=1.Cl[C:15]1[CH:16]=[CH:17][C:18]([N+:30]([O-:32])=[O:31])=[C:19]([N:21]([CH3:29])[C:22](=[O:28])[O:23][C:24]([CH3:27])([CH3:26])[CH3:25])[CH:20]=1.[H-].[Na+]>CN(C)C=O>[CH3:29][N:21]([C:19]1[CH:20]=[C:15]([O:13][C:8]2[CH:9]=[CH:10][CH:11]=[CH:12][C:7]=2[C:1]2[CH:2]=[CH:3][CH:4]=[CH:5][CH:6]=2)[CH:16]=[CH:17][C:18]=1[N+:30]([O-:32])=[O:31])[C:22](=[O:28])[O:23][C:24]([CH3:27])([CH3:25])[CH3:26] |f:2.3|. Procedure details: In a similar manner to that described in Reference Example 6, a reaction was carried out using 2-phenylphenol (3.5 g), t-butyl N-(5-chloro-2-nitrophenyl)-N-methylcarbamate (5.6 g), sodium hydride (55 wt. %, 1.08 g) and anhydrous N,N-dimethylformamide (35 ml) and the reaction mixture was purified to give the title compound (8.3 g). The reactants are COc1ccc(CS)cc1, C[O-], CO, CC#N, N#Cc1ccncc1Cl, [Na+]. Yields the product COc1ccc(CSc2cnccc2C#N)cc1. Reaction SMILES: [CH3:1][O:2][c:3]1[cH:4][cH:5][c:6]([CH2:7][SH:8])[cH:9][cH:10]1.[CH3:20][O-:21].[CH3:23][OH:24].[CH3:25][C:26]#[N:27].[Cl:11][c:12]1[cH:13][n:14][cH:15][cH:16][c:17]1[C:18]#[N:19].[Na+:22]>>[CH3:1][O:2][c:3]1[cH:4][cH:5][c:6]([CH2:7][S:8][c:12]2[cH:13][n:14][cH:15][cH:16][c:17]2[C:18]#[N:19])[cH:9][cH:10]1. RXN SMILES: [C:1]([O:5][C:6](=[O:18])[CH2:7][O:8][C:9]1[CH:14]=[CH:13][C:12]([Cl:15])=[CH:11][C:10]=1[C:16]#[CH:17])([CH3:4])([CH3:3])[CH3:2].[CH:19]([NH:22][S:23]([C:26]1[CH:31]=[CH:30][C:29]([CH3:32])=[C:28](Br)[CH:27]=1)(=[O:25])=[O:24])([CH3:21])[CH3:20]>>[C:1]([O:5][C:6](=[O:18])[CH2:7][O:8][C:9]1[CH:14]=[CH:13][C:12]([Cl:15])=[CH:11][C:10]=1[C:16]#[C:17][C:28]1[CH:27]=[C:26]([S:23]([NH:22][CH:19]([CH3:20])[CH3:21])(=[O:24])=[O:25])[CH:31]=[CH:30][C:29]=1[CH3:32])([CH3:4])([CH3:3])[CH3:2]. The product is C(C)(C)(C)OC(COC1=C(C=C(C=C1)Cl)C#CC1=C(C=CC(=C1)S(=O)(=O)NC(C)C)C)=O (tert-butyl[4-chloro-2-({5-[(isopropylamino)sulfonyl]-2-methylphenyl}ethynyl)phenoxy]acetate). The reactants are Intermediate 20, C(C)(C)NS(=O)(=O)C1=CC(=C(C=C1)C)Br (N-isopropyl 3-bromo-4-methylbenzenesulfonamide), C(C)(C)(C)OC(COC1=C(C=C(C=C1)Cl)C#C)=O (tert-butyl(4-chloro-2-ethynylphenoxy)acetate), C(C)(C)(C)OC(COC1=C(C=C(C=C1)Cl)C#C)=O (tert-butyl(4-chloro-2-ethynylphenoxy)acetate). Procedure details: Following the general method as outlined in Intermediate 20, starting from (4-chloro-2-ethynyl-phenoxy)-acetic acid tert-butyl ester (Intermediate 3) and N-isopropyl 3-bromo-4-methylbenzenesulfonamide (Combiblocks), the title compound was obtained as an orange sticky solid after purification by flash column chromatography (silica), eluting with cyclohexane containing increasing amounts of EtOAc. Reactants: C(C=C)(=O)OCC#C (Propargyl acrylate), C1(=CC=CC=C1)N=[N+]=[N-] (phenyl azide), tetrakis(acetonitrile)copper (I) hexafluorophosphate. The solvent is CN(C)C=O (DMF), O (water). Run at time 24 hour. The product is C1(=CC=CC=C1)N1N=NC(=C1)COC(C=C)=O (1-Phenyl-4-acryloyloxymethyl-triazole). Yield: 89.0%. As a reaction SMILES: [C:1]([O:5][CH2:6][C:7]#[CH:8])(=[O:4])[CH:2]=[CH2:3].[C:9]1([N:15]=[N+:16]=[N-:17])[CH:14]=[CH:13][CH:12]=[CH:11][CH:10]=1>CN(C=O)C.O>[C:9]1([N:15]2[CH:8]=[C:7]([CH2:6][O:5][C:1](=[O:4])[CH:2]=[CH2:3])[N:17]=[N:16]2)[CH:14]=[CH:13][CH:12]=[CH:11][CH:10]=1. Procedure details: Propargyl acrylate (13.5 g, moles), phenyl azide (12.5 g, moles) and tetrakis(acetonitrile)copper (I) hexafluorophosphate (0.84 g, 2.3 mmoles) are dissolved in DMF (100 ml) and stirred at room temperature under nitrogen for 24 hours. The reaction mixture is poured in water and the product is extracted with ethyl acetate. The solvent is distilled under reduced pressure, and mixed with diethyl ether wherefrom the product crystallized as an off-white, crystalline solid (23 g; yield 89%; mp 55-56° C... The reactants are [B-]([O+]1CCCC1)(F)(F)F (boron trifluoride tetrahydrofuran complex), CC=1C(OC[C@@H](N1)C1=CC=CC=C1)=O ((5S)-3-methyl-5-phenyl-5,6-dihydro-2H-[1,4]oxazin-2-one), [Cl-].[NH4+] (ammonium chloride), C(C)(=O)O (Acetic acid), C(C)C(C[Mg]Br)CC ((2-Ethylbutyl)magnesium bromide), O1CCCC1 (tetrahydrofuran), resultant solution, resultant solution. The solvent is O (water), CC1OCCC1 (2-methyltetrahydrofuran). Run at temperature -78 celsius. Product: C(C)C(CC(C(=O)O)(C)NC(CO)C1=CC=CC=C1)CC (4-Ethyl-2-(2-hydroxy-1-phenyl-ethylamino)-2-methyl-hexanoic acid). The yield is 53.0%. Reaction SMILES: [CH3:1][C:2]1[C:3](=[O:14])[O:4][CH2:5][C@H:6]([C:8]2[CH:13]=[CH:12][CH:11]=[CH:10][CH:9]=2)[N:7]=1.[B-](F)(F)(F)[O+:16]1CCCC1.[CH2:24]([CH:26]([CH2:30][CH3:31])[CH2:27][Mg]Br)[CH3:25].O1CCCC1.C(O)(=O)C.[Cl-].[NH4+]>CC1CCCO1.O>[CH2:24]([CH:26]([CH2:30][CH3:31])[CH2:27][C:2]([NH:7][CH:6]([C:8]1[CH:13]=[CH:12][CH:11]=[CH:10][CH:9]=1)[CH2:5][OH:4])([CH3:1])[C:3]([OH:14])=[O:16])[CH3:25] |f:5.6|. Procedure details: To a solution of (5S)-3-methyl-5-phenyl-5,6-dihydro-2H-[1,4]oxazin-2-one (5 g, 26.4 mmol, see WO-A-02/051983) in anhydrous 2-methyltetrahydrofuran (50 ml) was added boron trifluoride tetrahydrofuran complex (5.8 ml, 52.8 mmol) with stirring under nitrogen at −78° C. The resultant solution was then stirred at −78° C. for 1 hour. (2-Ethylbutyl)magnesium bromide as a solution in tetrahydrofuran (170 ml, 0.16 M, 27.7 mmol) was then added maintaining the temperature below −60° C. during the addition....